Dataset: the Open Reaction Database (ORD), a public repository of structured organic reaction records. Task: describe an organic reaction: reactants, conditions, products, and yield Reactants: COC(Cn1ncc2cc(-n3ccc(C=Cc4ccccc4)cc3=O)ccc21)OC, CO. Yields the product COC(Cn1ncc2cc(-n3ccc(CCc4ccccc4)cc3=O)ccc21)OC. As a reaction SMILES: [CH3:1][O:2][CH:3]([CH2:4][n:5]1[n:6][cH:7][c:8]2[cH:9][c:10](-[n:14]3[c:15](=[O:28])[cH:16][c:17]([CH:20]=[CH:21][c:22]4[cH:23][cH:24][cH:25][cH:26][cH:27]4)[cH:18][cH:19]3)[cH:11][cH:12][c:13]12)[O:29][CH3:30].[CH3:31][OH:32]>>[CH3:1][O:2][CH:3]([CH2:4][n:5]1[n:6][cH:7][c:8]2[cH:9][c:10](-[n:14]3[c:15](=[O:28])[cH:16][c:17]([CH2:20][CH2:21][c:22]4[cH:23][cH:24][cH:25][cH:26][cH:27]4)[cH:18][cH:19]3)[cH:11][cH:12][c:13]12)[O:29][CH3:30].